Dataset: the Open Reaction Database (ORD), a public repository of structured organic reaction records. Task: describe an organic reaction: reactants, conditions, products, and yield The reactants are NC1=NC(=C(C(=N1)C=1OC=CC1)C#N)SCCC1=NC=CC=C1 (2-amino-4-furan-2-yl-6-(2-pyridin-2-yl-ethylsulfanyl)-pyrimidine-5-carbonitrile), C(C1=CC=CC=C1)(=O)Br (benzoyl bromide). Reagents/catalysts: CN(C1=CC=NC=C1)C (4-dimethylaminopyridine). The solvent is N1=CC=CC=C1 (pyridine). Reaction conditions: temperature 50 celsius, time 3 hour. Yields the product C(C1=CC=CC=C1)(=O)N(C(C1=CC=CC=C1)=O)C1=NC(=C(C(=N1)C=1OC=CC1)C#N)SCCC1=NC=CC=C1 (N-benzoyl-N-[5-cyano-4-furan-2-yl-6-(2-pyridin-2-yl-ethylsulfanyl)-pyrimidin-2-yl]-benzamide). Isolated yield 30.3%. Reaction SMILES: [NH2:1][C:2]1[N:7]=[C:6]([C:8]2[O:9][CH:10]=[CH:11][CH:12]=2)[C:5]([C:13]#[N:14])=[C:4]([S:15][CH2:16][CH2:17][C:18]2[CH:23]=[CH:22][CH:21]=[CH:20][N:19]=2)[N:3]=1.[C:24](Br)(=[O:31])[C:25]1[CH:30]=[CH:29][CH:28]=[CH:27][CH:26]=1>CN(C)C1C=CN=CC=1.N1C=CC=CC=1>[C:24]([N:1]([C:2]1[N:7]=[C:6]([C:8]2[O:9][CH:10]=[CH:11][CH:12]=2)[C:5]([C:13]#[N:14])=[C:4]([S:15][CH2:16][CH2:17][C:18]2[CH:23]=[CH:22][CH:21]=[CH:20][N:19]=2)[N:3]=1)[C:24](=[O:31])[C:25]1[CH:30]=[CH:29][CH:28]=[CH:27][CH:26]=1)(=[O:31])[C:25]1[CH:30]=[CH:29][CH:28]=[CH:27][CH:26]=1. Procedure details: To a stirred solution of 200 mg (0.62 mmol) 2-amino-4-furan-2-yl-6-(2-pyridin-2-yl-ethylsulfanyl)-pyrimidine-5-carbonitrile and 8 mg (0.06 mmol) 4-dimethylaminopyridine in 2 ml pyridine was added dropwise 0.73 ml (6.18 mmol) benzoyl bromide and the reaction mixture stirred at 50° C. for 3 hours. The reaction mixture was then cooled to room temperature and partitioned between water and ethyl acetate. The combined organic phases were dried with sodium sulfate and concentrated in vacuo. Chromatogra...